From a dataset of the Open Reaction Database (ORD), a public repository of structured organic reaction records. describe an organic reaction: reactants, conditions, products, and yield The reactants are CCNCC, ClCCl, CN(C)C=O, O=C(Cl)C(=O)Cl, Cl, O, O=C(O)COCCc1cccc2ccsc12. Product: CCN(CC)C(=O)COCCc1cccc2ccsc12. Reaction SMILES: [CH2:23]([CH3:24])[NH:25][CH2:26][CH3:27].[CH2:29]([Cl:30])[Cl:31].[CH3:33][N:34]([CH3:35])[CH:36]=[O:37].[Cl:17][C:18]([C:19]([Cl:20])=[O:21])=[O:22].[ClH:28].[OH2:32].[s:1]1[c:2]2[c:3]([cH:4][cH:5]1)[cH:6][cH:7][cH:8][c:9]2[CH2:10][CH2:11][O:12][CH2:13][C:14](=[O:15])[OH:16]>>[s:1]1[c:2]2[c:3]([cH:4][cH:5]1)[cH:6][cH:7][cH:8][c:9]2[CH2:10][CH2:11][O:12][CH2:13][C:14](=[O:16])[N:25]([CH2:23][CH3:24])[CH2:26][CH3:27]. The reactants are C(=O)(C(F)(F)F)O (TFA), BrC=1C=NN(C1OC)C1=NC=C(C(=O)NCC2CCOCC2)C=C1 (6-(4-bromo-5-methoxy-1H-pyrazol-1-yl)-N-((tetrahydro-2H-pyran-4-yl)methyl)nicotinamide), CC1=NC(=CC(=C1)B(O)O)C ((2,6-dimethylpyridin-4-yl)boronic acid). Yields the product CC1=NC(=CC(=C1)C=1C=NN(C1O)C1=NC=C(C(=O)NCC2CCOCC2)C=C1)C (6-(4-(2,6-dimethylpyridin-4-yl)-5-hydroxy-1H-pyrazol-1-yl)-N-((tetrahydro-2H-pyran-4-yl)methyl)nicotinamide). Reaction SMILES: C(O)(C(F)(F)F)=O.Br[C:9]1[CH:10]=[N:11][N:12]([C:16]2[CH:31]=[CH:30][C:19]([C:20]([NH:22][CH2:23][CH:24]3[CH2:29][CH2:28][O:27][CH2:26][CH2:25]3)=[O:21])=[CH:18][N:17]=2)[C:13]=1[O:14]C.[CH3:32][C:33]1[CH:38]=[C:37](B(O)O)[CH:36]=[C:35]([CH3:42])[N:34]=1>>[CH3:32][C:33]1[CH:38]=[C:37]([C:9]2[CH:10]=[N:11][N:12]([C:16]3[CH:31]=[CH:30][C:19]([C:20]([NH:22][CH2:23][CH:24]4[CH2:29][CH2:28][O:27][CH2:26][CH2:25]4)=[O:21])=[CH:18][N:17]=3)[C:13]=2[OH:14])[CH:36]=[C:35]([CH3:42])[N:34]=1. Procedure details: The title compound, as a TFA salt, was prepared in a manner similar to Example 222 using 6-(4-bromo-5-methoxy-1H-pyrazol-1-yl)-N-((tetrahydro-2H-pyran-4-yl)methyl)nicotinamide and (2,6-dimethylpyridin-4-yl)boronic acid. 1H NMR (400 MHz, DMSO-d6) δ ppm 1.15-1.27 (m, 2H) 1.57-1.67 (m, 2H) 1.77-1.86 (m, 1H) 2.57 (br. s., 6H) 3.17-3.24 (m, 2H) 3.24-3.32 (m, 2H) 3.79-3.92 (m, 2H) 8.06 (br. s., 2H) 8.42-8.60 (m, 2H) 8.72-8.86 (m, 2H) 8.86-8.97 (m, 1H) 14.03 (br. s., 1H). MS m/z [M+H]+ 408.5.